The task is: describe an organic reaction: reactants, conditions, products, and yield. This data is from the Open Reaction Database (ORD), a public repository of structured organic reaction records. Reactants: Cl.C(C1=CC=CC=C1)OC=1C=C(C=CC1)C1(CCN(CC1)CCC(C1=CC=CC=C1)C1=CC=CC=C1)F (4-(3-benzyloxyphenyl)-1-(3,3-diphenyl-propyl)-4-fluoropiperidine hydrochloride), [H][H] (hydrogen), [H][H] (hydrogen). The reagents and catalysts are [Pd] (palladium on carbon). The solvent is CO (methanol). The product is Cl.C1(=CC=CC=C1)C(CCN1CCC(CC1)(C1=CC(=CC=C1)O)F)C1=CC=CC=C1 (1-(3,3-diphenylpropyl)-4-fluoro-4-(3-hydroxyphenyl)piperidine hydrochloride). Isolated yield 64.0%. RXN SMILES: [ClH:1].C([O:9][C:10]1[CH:11]=[C:12]([C:16]2([F:37])[CH2:21][CH2:20][N:19]([CH2:22][CH2:23][CH:24]([C:31]3[CH:36]=[CH:35][CH:34]=[CH:33][CH:32]=3)[C:25]3[CH:30]=[CH:29][CH:28]=[CH:27][CH:26]=3)[CH2:18][CH2:17]2)[CH:13]=[CH:14][CH:15]=1)C1C=CC=CC=1.[H][H]>CO.[Pd]>[ClH:1].[C:31]1([CH:24]([C:25]2[CH:26]=[CH:27][CH:28]=[CH:29][CH:30]=2)[CH2:23][CH2:22][N:19]2[CH2:18][CH2:17][C:16]([F:37])([C:12]3[CH:13]=[CH:14][CH:15]=[C:10]([OH:9])[CH:11]=3)[CH2:21][CH2:20]2)[CH:32]=[CH:33][CH:34]=[CH:35][CH:36]=1 |f:0.1,5.6|. Procedure: A solution of 4-(3-benzyloxyphenyl)-1-(3,3-diphenyl-propyl)-4-fluoropiperidine hydrochloride (40 mg, 0.08 mmol) in methanol (5 mL) was treated with palladium on carbon (10 mg, 10% Pd, 50% H2O) and the mixture rapidly stirred under 1 atmosphere of hydrogen gas for 8 hours. After this time the hydrogen was replaced by nitrogen and the reaction mixture filtered through a celite pad. The pad was washed with additional methanol (10 mL) and the filtrate concentrated under reduced pressure. Trituration... Product: CC1=C2CCCS(C2=CC=C1C(=O)C=1C(=NN(C1)CC)OS(=O)(=O)C1=CC=C(C=C1)C)(=O)=O (5-methyl-6-(1-ethyl-p-toluenesulfonyloxypyrazol-4-yl)carbonylthiochroman-1,1-dioxide). RXN SMILES: O.[C:2](=[O:5])([O-])[O-].[K+].[K+].[CH3:8][C:9]1[C:18]([C:19]([C:21]2C=[N:23][N:24]([CH2:27][CH3:28])[C:25]=2O)=[O:20])=[CH:17][CH:16]=[C:15]2[C:10]=1[CH2:11][CH2:12][CH2:13][S:14]2(=[O:30])=[O:29].[C:31]1([CH3:41])[CH:36]=[CH:35][C:34]([S:37](Cl)(=[O:39])=[O:38])=[CH:33][CH:32]=1>ClCCl.[Cl-].C([N+](CC)(CC)CC)C1C=CC=CC=1>[CH3:8][C:9]1[C:18]([C:19]([C:21]2[C:2]([O:5][S:37]([C:34]3[CH:35]=[CH:36][C:31]([CH3:41])=[CH:32][CH:33]=3)(=[O:39])=[O:38])=[N:23][N:24]([CH2:27][CH3:28])[CH:25]=2)=[O:20])=[CH:17][CH:16]=[C:15]2[C:10]=1[CH2:11][CH2:12][CH2:13][S:14]2(=[O:29])=[O:30] |f:1.2.3,7.8|. Solvent: ClCCl (dichloromethane), ClCCl (dichloromethane). Procedure: 5 ml of dichloromethane, 5 ml of water and 0.10 g (0.72 mmol, 1 equivalent) of potassium carbonate were added to 0.26 g (0.75 mmol) of 5-methyl-6-(1-ethyl-5-hydroxypyrazol-4-yl)carbonylthiochroman-1,1-dioxide in a 30-ml eggplant type flask. While the mixture was stirred at room temperature, a solution of 0.16 g (0.82 mmol, 1.1 equivalents) of p-toluenesulfonyl chloride in 1 ml of dichloromethane was dropwise added at room temperature. 5 mg of benzyltriethylammonium chloride (BTEAC) was added, an... Reagents/catalysts: [Cl-].C(C1=CC=CC=C1)[N+](CC)(CC)CC (benzyltriethylammonium chloride). The yield is 39.8%. Starting materials: C1(=CC=C(C=C1)S(=O)(=O)Cl)C (p-toluenesulfonyl chloride), O (water), C([O-])([O-])=O.[K+].[K+] (potassium carbonate), CC1=C2CCCS(C2=CC=C1C(=O)C=1C=NN(C1O)CC)(=O)=O (5-methyl-6-(1-ethyl-5-hydroxypyrazol-4-yl)carbonylthiochroman-1,1-dioxide). The reactants are resultant mixture, Cl.NC(=N)N (Guanidine hydrochloride), FC1=CC=C(C=O)C=C1 (4-Fluorobenzaldehyde), CC(C(CC(=O)OC(C)C)=O)C (isopropyl 4-methyl-3-oxo-pentanoate), C([O-])([O-])=O.[K+].[K+] (Potassium carbonate). Run in CN(C)C=O (DMF). Reaction conditions: temperature 70 celsius. The product is NC=1NC(C(=C(N1)C1=CC=C(C=C1)F)C(=O)OC(C)C)C(C)C (isopropyl 2-amino-4-(4-fluorophenyl)-6-isopropyl-1,6-dihydropyrimidine-5-carboxylate). Isolated yield 67.0%. As a reaction SMILES: Cl.[NH2:2][C:3]([NH2:5])=[NH:4].[F:6][C:7]1[CH:14]=[CH:13][C:10]([CH:11]=O)=[CH:9][CH:8]=1.[CH3:15][CH:16]([CH3:26])[C:17](=O)[CH2:18][C:19]([O:21][CH:22]([CH3:24])[CH3:23])=[O:20].C(=O)([O-])[O-].[K+].[K+]>CN(C=O)C>[NH2:4][C:3]1[NH:5][CH:17]([CH:16]([CH3:26])[CH3:15])[C:18]([C:19]([O:21][CH:22]([CH3:23])[CH3:24])=[O:20])=[C:11]([C:10]2[CH:13]=[CH:14][C:7]([F:6])=[CH:8][CH:9]=2)[N:2]=1 |f:0.1,4.5.6|. Procedure: Guanidine hydrochloride (12.1 g), 4-Fluorobenzaldehyde (7.0 g), isopropyl 4-methyl-3-oxo-pentanoate (8.9 g) and DMF (150 ml) were charged to a vessel equipped with a condenser and connected to a nitrogen line. The resultant mixture was stirred until a clear solution was obtained. Potassium carbonate (17.5 g) was charged and the mixture heated to 70° C. for 3 hours. The reaction mixture was cooled to ambient temperature, filtered, and the solvents removed by evaporation under reduced pressure. Th... The reactants are CCOC(=O)CNCc1cc(Br)cnc1N, CS(C)=O, [H-], [Na+], O. The product is O=C1CNCc2cc(Br)cnc2N1. RXN SMILES: [CH2:1]([O:3][C:4](=[O:2])[CH2:5][NH:6][CH2:7][c:8]1[c:9]([NH2:15])[n:10][cH:11][c:12]([Br:14])[cH:13]1)[CH3:16].[CH3:19][S:20]([CH3:21])=[O:22].[H-:18].[Na+:17].[OH2:23]>>[O:3]=[C:4]1[CH2:5][NH:6][CH2:7][c:8]2[c:9]([n:10][cH:11][c:12]([Br:14])[cH:13]2)[NH:15]1. Reactants: [H-].[Na+] (NaH), COCCO (2-methoxy-ethanol), FC1(CCC(CC1)CNC(=O)C=1C=2C=CC(=NC2C=CC1Cl)Cl)F (2,6-dichloro-quinoline-5-carboxylic acid (4,4-difluorocyclohexylmethyl)-amide). Run in C1CCOC1 (THF). Reaction conditions: time 30 minute. Product: FC1(CCC(CC1)CNC(=O)C=1C=2C=CC(=NC2C=CC1Cl)OCCOC)F (6-Chloro-2-(2-methoxy-ethoxy)-quinoline-5-carboxylic acid (4,4-difluoro-cyclohexyl methyl)-amide). Reaction SMILES: [H-].[Na+].[CH3:3][O:4][CH2:5][CH2:6][OH:7].[F:8][C:9]1([F:31])[CH2:14][CH2:13][CH:12]([CH2:15][NH:16][C:17]([C:19]2[C:20]3[CH:21]=[CH:22][C:23](Cl)=[N:24][C:25]=3[CH:26]=[CH:27][C:28]=2[Cl:29])=[O:18])[CH2:11][CH2:10]1>C1COCC1>[F:8][C:9]1([F:31])[CH2:14][CH2:13][CH:12]([CH2:15][NH:16][C:17]([C:19]2[C:20]3[CH:21]=[CH:22][C:23]([O:7][CH2:6][CH2:5][O:4][CH3:3])=[N:24][C:25]=3[CH:26]=[CH:27][C:28]=2[Cl:29])=[O:18])[CH2:11][CH2:10]1 |f:0.1|. Reported procedure: To a stirred solution of 60% NaH (38.28 mg, 2.0 eq) in THF (5.00 mL, 25.00 V) at 0° C. was added 2-methoxy-ethanol (54.74 mg, 0.72 mmol, 1.50 eq) and stirred for 30 min. Then 2,6-dichloro-quinoline-5-carboxylic acid (4,4-difluorocyclohexylmethyl)-amide (200 mg, 0.48 mmol, 1.00 eq) was added to reaction mixture at 0 OC and stirred at RT for 12 h. The reaction was quenched with ice water and extracted with ethyl acetate. The organic layer was dried over anhydrous Na2SO4 and evaporated to dryness. ... Reactants: CCCOc1ccccc1-c1nc2nc(NCC(=O)OCC)ncc2c(=O)[nH]1, [Na+], [OH-]. The product is CCCOc1ccccc1-c1nc2nc(NCC(=O)O)ncc2c(=O)[nH]1. As a reaction SMILES: [CH2:1]([CH3:2])[O:3][C:4](=[O:5])[CH2:6][NH:7][c:8]1[n:9][cH:10][c:11]2[c:12]([n:13]1)[n:14][c:15](-[c:19]1[c:20]([O:25][CH2:26][CH2:27][CH3:28])[cH:21][cH:22][cH:23][cH:24]1)[nH:16][c:17]2=[O:18].[Na+:30].[OH-:29]>>[O:3]=[C:4]([OH:5])[CH2:6][NH:7][c:8]1[n:9][cH:10][c:11]2[c:12]([n:13]1)[n:14][c:15](-[c:19]1[c:20]([O:25][CH2:26][CH2:27][CH3:28])[cH:21][cH:22][cH:23][cH:24]1)[nH:16][c:17]2=[O:18]. Reagents/catalysts: c1ccc(cc1)-c2c3ccccc3cc4ccccc24 (9-Phenylanthracene), CCN(C(C)C)C(C)C (DIPEA), P([C@]12C[C@@H]3C[C@H](C2)C[C@@H](C1)C3)([C@]12C[C@@H]3C[C@@H](C2)C[C@@H](C1)C3)CCCC (cataCXium A), C(O[Pd]OC(C)=O)(C)=O (Pd(OAc)2). Starting materials: n1n(c2cc(B(O)O)ccc2c1)C, c1ncncc1CNc1ncc(cn1)Br. The product is Cn1ncc2ccc(cc12)C(=O)c3cnc(NCc4cncnc4)nc3. Reaction conditions: temperature 100 celsius, time 18 hour. Solvent: COC1=CC=CC=C1 (Ansiole). Reaction SMILES: Br[c:1]1[cH:14][n:13][c:4]([NH:5][CH2:6][c:7]2[cH:12][n:11][cH:10][n:9][cH:8]2)[n:3][cH:2]1.[CH3:15][n:16]1[c:24]([c:19]2[cH:18][n:17]1)[cH:23][c:22](B(O)[OH:25])[cH:21][cH:20]2>>[CH3:15][n:16]1[c:24]([c:19]2[cH:18][n:17]1)[cH:23][c:22](C([c:1]3[cH:14][n:13][c:4]([NH:5][CH2:6][c:7]4[cH:12][n:11][cH:10][n:9][cH:8]4)[n:3][cH:2]3)=[O:25])[cH:21][cH:20]2. Run at time 2 hour. The reactants are ClC1=CC(=C(C(=O)C=2C=NOC2C2CC2)C=C1)S(=O)(=O)C (4-[4-chloro-2-(methylsulphonyl)benzoyl]-5-cyclopropylisoxazole), [O-]CC.[Na+] (sodium ethoxide), O (water). Procedure details: A suspension of 4-[4-chloro-2-(methylsulphonyl)benzoyl]-5-cyclopropylisoxazole (2.2 g) in ethanol was added to a solution of sodium ethoxide in ethanol (prepared from sodium (0.2 g) and ethanol). The mixture was stirred at room temperature for 2 hours then poured into water and acidified to pH 1. It was extracted with ethyl acetate, washed with water, dried (MgSO4) and filtered. The filtrate was evaporated to dryness and the residue was recrystallised from ethyl acetate and cyclohexane to give 1... Run in C(C)O (ethanol), C(C)O (ethanol). Reaction SMILES: [Cl:1][C:2]1[CH:17]=[CH:16][C:5]([C:6]([C:8]2[CH:9]=[N:10][O:11][C:12]=2[CH:13]2[CH2:15][CH2:14]2)=[O:7])=[C:4]([S:18]([CH3:21])(=[O:20])=[O:19])[CH:3]=1.[O-]CC.[Na+].O>C(O)C>[Cl:1][C:2]1[CH:17]=[CH:16][C:5]([C:6](=[O:7])[CH:8]([C:9]#[N:10])[C:12]([CH:13]2[CH2:15][CH2:14]2)=[O:11])=[C:4]([S:18]([CH3:21])(=[O:20])=[O:19])[CH:3]=1 |f:1.2|. The product is ClC1=CC(=C(C=C1)C(C(C(=O)C1CC1)C#N)=O)S(=O)(=O)C (1-[4-chloro-2-(methylsulphonyl)phenyl]-2-cyano-3-cyclopropylpropan-1,3-dione), COMPOUND 612.